From a dataset of the Open Reaction Database (ORD), a public repository of structured organic reaction records. describe an organic reaction: reactants, conditions, products, and yield Reactants: C(C)(C)(C)OC(=O)N1CC(C1)OC=1C=C2N3C(C(NN=C3COC2=CC1C(C)C)=O)C (Racemic 3-(7-isopropyl-4-methyl-3-oxo-2,3,4,10-tetrahydro-9-oxa-1,2,4a-triaza-phenanthren-6-yloxy)-azetidine-1-carboxylic acid tert-butyl ester), C(C)(C)(C)OC(=O)N1CC(C1)OC=1C=C2N3C(C(NN=C3COC2=CC1Br)=O)C (3-(7-bromo-4-methyl-3-oxo-2,3,4,10-tetrahydro-9-oxa-1,2,4a-triaza-phenanthren-6-yloxy)-azetidine-1-carboxylic acid tert-butyl ester). The product is C(C)(C)(C)OC(=O)N1CC(C1)OC=1C=C2N3[C@H](C(NN=C3COC2=CC1C(C)C)=O)C (3-(7-isopropyl-4(S)-methyl-3-oxo-2,3,4,10-tetrahydro-9-oxa-1,2,4a-triaza-phenanthren-6-yloxy)-azetidine-1-carboxylic acid tert-butyl ester), C(C)(C)(C)OC(=O)N1CC(C1)OC=1C=C2N3[C@@H](C(NN=C3COC2=CC1C(C)C)=O)C (3-(7-isopropyl-4(R)-methyl-3-oxo-2,3,4,10-tetrahydro-9-oxa-1,2,4a-triaza-phenanthren-6-yloxy)-azetidine-1-carboxylic acid tert-butyl ester). Isolated yield 47.0%. As a reaction SMILES: [C:1]([O:5][C:6]([N:8]1[CH2:11][CH:10]([O:12][C:13]2[CH:14]=[C:15]3[C:24](=[CH:25][C:26]=2[CH:27]([CH3:29])[CH3:28])[O:23][CH2:22][C:21]2[N:16]3[CH:17]([CH3:31])[C:18](=[O:30])[NH:19][N:20]=2)[CH2:9]1)=[O:7])([CH3:4])([CH3:3])[CH3:2].C(OC(N1CC(OC2C=C3C(=CC=2Br)OCC2N3C(C)C(=O)NN=2)C1)=O)(C)(C)C>>[C:1]([O:5][C:6]([N:8]1[CH2:11][CH:10]([O:12][C:13]2[CH:14]=[C:15]3[C:24](=[CH:25][C:26]=2[CH:27]([CH3:28])[CH3:29])[O:23][CH2:22][C:21]2[N:16]3[C@@H:17]([CH3:31])[C:18](=[O:30])[NH:19][N:20]=2)[CH2:9]1)=[O:7])([CH3:4])([CH3:3])[CH3:2].[C:1]([O:5][C:6]([N:8]1[CH2:11][CH:10]([O:12][C:13]2[CH:14]=[C:15]3[C:24](=[CH:25][C:26]=2[CH:27]([CH3:28])[CH3:29])[O:23][CH2:22][C:21]2[N:16]3[C@H:17]([CH3:31])[C:18](=[O:30])[NH:19][N:20]=2)[CH2:9]1)=[O:7])([CH3:4])([CH3:3])[CH3:2]. Reported procedure: Racemic 3-(7-isopropyl-4-methyl-3-oxo-2,3,4,10-tetrahydro-9-oxa-1,2,4a-triaza-phenanthren-6-yloxy)-azetidine-1-carboxylic acid tert-butyl ester (prepared from the corresponding bromide (Example #65, Step G) with similar procedure as descried in Example #57, Step A-B, 0.090 g, 0.210 mmol) was separated by chiral SFC (Table 2, Method 7) to give 3-(7-isopropyl-4(S)-methyl-3-oxo-2,3,4,10-tetrahydro-9-oxa-1,2,4a-triaza-phenanthren-6-yloxy)-azetidine-1-carboxylic acid tert-butyl ester (Enantiomer 1, S... The reactants are [H-].[Na+] (sodium hydride), O1C(NCC1)=O (oxazolidin-2-one), S(=O)(=O)(OC[C@H]1CN([C@@H]2CC3=CNC4=CC=CC([C@H]2C1)=C34)C)C3=CC=C(C)C=C3 (6-methylergolin-8β-ylmethyl tosylate). The solvent is CN(C=O)C (dimethylformamide). Reaction conditions: time 30 minute. Product: CN1C[C@@H](C[C@@H]2C=3C=CC=C4NC=C(C[C@@H]12)C34)CN3C(OCC3)=O (3-(6-Methylergolin-8β-ylmethyl)oxazolidin-2-one). Isolated yield 82.0%. Reaction SMILES: [H-].[Na+].[O:3]1[CH2:7][CH2:6][NH:5][C:4]1=[O:8].S(C1C=CC(C)=CC=1)(O[CH2:13][C@@H:14]1[CH2:28][C@H:27]2[C@@H:17]([CH2:18][C:19]3[C:29]4[C:22](=[CH:23][CH:24]=[CH:25][C:26]2=4)[NH:21][CH:20]=3)[N:16]([CH3:30])[CH2:15]1)(=O)=O>CN(C)C=O>[CH3:30][N:16]1[C@H:17]2[C@@H:27]([C:26]3[CH:25]=[CH:24][CH:23]=[C:22]4[C:29]=3[C:19]([CH2:18]2)=[CH:20][NH:21]4)[CH2:28][C@@H:14]([CH2:13][N:5]2[CH2:6][CH2:7][O:3][C:4]2=[O:8])[CH2:15]1 |f:0.1|. Reported procedure: 0.5 g of 50% sodium hydride in an oil was added in small portions to a mixture of 2.0 g of oxazolidin-2-one and 15 ml of dimethylformamide, and the resulting mixture was stirred for 30 minutes. 2.0 g of 6-methylergolin-8β-ylmethyl tosylate was added to the mixture which was then heated on a water bath for 1 hour. The solvent was distilled off under reduced pressure, and the residue (which was dissolved in dichloromethane and adsorbed on silica gel) was purified by silica gel column chromatograph... Reactants: CC(=O)O[BH-](OC(C)=O)OC(C)=O, Cn1c(CC=O)nc2c(N3CCOCC3)nc(Cl)nc21, Cn1cnc2c(Cl)nc(Cl)nc21, [Na+], C1CN(C2CCOCC2)CCN1. Yields the product Cn1c(CCN2CCN(C3CCOCC3)CC2)nc2c(N3CCOCC3)nc(Cl)nc21. Reaction SMILES: [C:45]([O:46][BH-:47]([O:48][C:49](=[O:50])[CH3:51])[O:52][C:53](=[O:54])[CH3:55])(=[O:56])[CH3:57].[Cl:1][c:2]1[n:3][c:4]([N:15]2[CH2:16][CH2:17][O:18][CH2:19][CH2:20]2)[c:5]2[n:6][c:7]([CH2:12][CH:13]=[O:14])[n:8]([CH3:11])[c:9]2[n:10]1.[Cl:33][c:34]1[n:35][c:36]2[c:37]([n:38][cH:39][n:40]2[CH3:41])[c:42]([Cl:43])[n:44]1.[Na+:58].[O:21]1[CH2:22][CH2:23][CH:24]([N:27]2[CH2:28][CH2:29][NH:30][CH2:31][CH2:32]2)[CH2:25][CH2:26]1>>[Cl:1][c:2]1[n:3][c:4]([N:15]2[CH2:16][CH2:17][O:18][CH2:19][CH2:20]2)[c:5]2[n:6][c:7]([CH2:12][CH2:13][N:30]3[CH2:29][CH2:28][N:27]([CH:24]4[CH2:23][CH2:22][O:21][CH2:26][CH2:25]4)[CH2:32][CH2:31]3)[n:8]([CH3:11])[c:9]2[n:10]1. Reactants: C1CCOC1, O=[N+]([O-])c1cccc(CN2CCc3ccccc3C2)c1, CO, Cl. Yields the product Nc1cccc(CN2CCc3ccccc3C2)c1, Cl. As a reaction SMILES: [CH2:22]1[O:23][CH2:24][CH2:25][CH2:26]1.[CH2:2]1[N:3]([CH2:12][c:13]2[cH:14][c:15]([N+:19]([O-:20])=[O:21])[cH:16][cH:17][cH:18]2)[CH2:4][CH2:5][c:6]2[cH:7][cH:8][cH:9][cH:10][c:11]21.[CH3:27][OH:28].[ClH:1]>>[CH2:2]1[N:3]([CH2:12][c:13]2[cH:14][c:15]([NH2:19])[cH:16][cH:17][cH:18]2)[CH2:4][CH2:5][c:6]2[cH:7][cH:8][cH:9][cH:10][c:11]21.[ClH:1]. The reactants are CN1CCOCC1 (N-methylmorpholine), [N+](=O)([O-])C1=CC=C(C=O)C=C1 (4-nitrobenzaldehyde), C(C)OP(=O)(OCC)CC(=O)OCC (ethyl diethylphosphonoacetate), O1CCCC1 (tetrahydrofuran). Reagents/catalysts: [Ti](Cl)(Cl)(Cl)Cl (titanium tetrachloride). Solvent: O (water). Conditions: time 1 hour. Yields the product C(C)OP(=O)(OCC)/C(=C/C1=CC=C(C=C1)[N+](=O)[O-])/C(=O)OCC (4-[(E)-2-(diethylphosphono)-2-ethoxycarbonylethenyl]nitrobenzene). Isolated yield 83.0%. As a reaction SMILES: O1CCCC1.[N+:6]([C:9]1[CH:16]=[CH:15][C:12]([CH:13]=O)=[CH:11][CH:10]=1)([O-:8])=[O:7].[CH2:17]([O:19][P:20]([CH2:25][C:26]([O:28][CH2:29][CH3:30])=[O:27])([O:22][CH2:23][CH3:24])=[O:21])[CH3:18].CN1CCOCC1>[Ti](Cl)(Cl)(Cl)Cl.O>[CH2:23]([O:22][P:20](/[C:25](/[C:26]([O:28][CH2:29][CH3:30])=[O:27])=[CH:13]/[C:12]1[CH:15]=[CH:16][C:9]([N+:6]([O-:8])=[O:7])=[CH:10][CH:11]=1)([O:19][CH2:17][CH3:18])=[O:21])[CH3:24]. Procedure: To a mixture of titanium tetrachloride (20.0 g) and tetrahydrofuran (100 ml) were added 4-nitrobenzaldehyde (8.00 g) and ethyl diethylphosphonoacetate (11.9 g) under ice-cooling, and N-methylmorpholine (21.4 g) was added. The mixture was stirred at room temperature for 1 hr. The reaction mixture was poured into water and the mixture was extracted with ethyl acetate. The ethyl acetate layer was concentrated to give crystals of 4-[(E)-2-(diethylphosphono)-2-ethoxycarbonylethenyl]nitrobenzene (15.7...